This data is from the Open Reaction Database (ORD), a public repository of structured organic reaction records. The task is: describe an organic reaction: reactants, conditions, products, and yield The reactants are C(C)(=O)O[BH-](OC(C)=O)OC(C)=O.[Na+] (sodium triacetoxyborohydride), C(C)(=O)O (acetic acid), FC(C(=O)O)(F)F.N[C@@]1(C(C(=C(C2=CC=CC=C12)O)C1=NS(C2=C(N1)C=CC(=C2)NS(=O)(=O)C)(=O)=O)=O)CCC(C)(C)C (N-{3-[4-(S)-amino-4-(3,3-dimethylbutyl)-1-hydroxy-3-oxo-3,4-dihydronaphthalen-2-yl]-1,1-dioxido-4H-1,2,4-benzothiadiazin-7-yl}methanesulfonamide trifluoroacetic acid salt), CC1=C(C=O)C(=CC=C1)C (2,6-dimethylbenzaldehyde), [O-]S(=O)(=O)[O-].[Mg+2] (MgSO4), C(C)(C)N(C(C)C)CC (N,N-diisopropylethylamine). Run in C(Cl)Cl (CH2Cl2), ClC(C)Cl (dichloroethane). Run at temperature 50 celsius, time 18 hour. The product is CC1=C(CN[C@@]2(C(C(=C(C3=CC=CC=C23)O)C2=NS(C3=C(N2)C=CC(=C3)NS(=O)(=O)C)(=O)=O)=O)CCC(C)(C)C)C(=CC=C1)C (N-{3-[4-(S)-[(2,6-dimethylbenzyl)amino]-4-(3,3-dimethylbutyl)-1-hydroxy-3-oxo-3,4-dihydronaphthalen-2-yl]-1,1-dioxido-4H-1,2,4-benzothiadiazin-7-yl}methanesulfonamide). Yield: 54.5%. Reaction SMILES: F[C:2](F)(F)[C:3]([OH:5])=O.[NH2:8][C@@:9]1([CH2:38][CH2:39][C:40]([CH3:43])([CH3:42])[CH3:41])[C:18]2C(=[CH:14][CH:15]=[CH:16][CH:17]=2)C(O)=[C:11]([C:20]2[NH:25][C:24]3[CH:26]=[CH:27][C:28]([NH:30][S:31]([CH3:34])(=[O:33])=[O:32])=[CH:29][C:23]=3[S:22](=[O:36])(=[O:35])[N:21]=2)[C:10]1=[O:37].C(N(CC)C(C)C)(C)C.[CH3:53][C:54]1[CH:61]=[CH:60][CH:59]=[C:58]([CH3:62])[C:55]=1[CH:56]=O.[O-]S([O-])(=O)=O.[Mg+2].C(O[BH-](OC(=O)C)OC(=O)C)(=O)C.[Na+].C(O)(=O)C>ClC(Cl)C.C(Cl)Cl>[CH3:53][C:54]1[CH:61]=[CH:60][CH:59]=[C:58]([CH3:62])[C:55]=1[CH2:56][NH:8][C@@:9]1([CH2:38][CH2:39][C:40]([CH3:43])([CH3:42])[CH3:41])[C:18]2[C:2](=[CH:14][CH:15]=[CH:16][CH:17]=2)[C:3]([OH:5])=[C:11]([C:20]2[NH:25][C:24]3[CH:26]=[CH:27][C:28]([NH:30][S:31]([CH3:34])(=[O:33])=[O:32])=[CH:29][C:23]=3[S:22](=[O:36])(=[O:35])[N:21]=2)[C:10]1=[O:37] |f:0.1,4.5,6.7|. Procedure details: To a suspension of the product of Example 119 (0.4 g, 0.62 mmol) in dichloroethane (6 mL) was added N,N-diisopropylethylamine (0.22 mL, 1.23 mmol). The mixture was stirred at room temperature until homogenous before 2,6-dimethylbenzaldehyde (0.17 g, 1.23 mmol) and MgSO4 (0.15 g) were added. The reaction mixture was heated at 50° C. for 18 h, cooled to room temperature and filtered. To the filtrate was added sodium triacetoxyborohydride (0.21 g, 0.99 mmol) and glacial acetic acid (0.11 mL, 1.86 m... Reactants: [Br-], C[Mg+], C=CC(C)(Cc1cn(S(=O)(=O)N(C)C)c(C(=O)Cc2ccc(-c3ccc(F)cn3)cc2)n1)C(F)(F)F, C1CCOC1. Yields the product C=CC(C)(Cc1cn(S(=O)(=O)N(C)C)c(C(C)(O)Cc2ccc(-c3ccc(F)cn3)cc2)n1)C(F)(F)F. As a reaction SMILES: [Br-:1].[CH3:2][Mg+:3].[F:4][c:5]1[cH:6][cH:7][c:8](-[c:11]2[cH:12][cH:13][c:14]([CH2:17][C:18](=[O:19])[c:20]3[n:21]([S:34](=[O:35])(=[O:36])[N:37]([CH3:38])[CH3:39])[cH:22][c:23]([CH2:25][C:26]([CH:27]=[CH2:28])([C:29]([F:30])([F:31])[F:32])[CH3:33])[n:24]3)[cH:15][cH:16]2)[n:9][cH:10]1.[O:40]1[CH2:41][CH2:42][CH2:43][CH2:44]1>>[CH3:2][C:18]([CH2:17][c:14]1[cH:13][cH:12][c:11](-[c:8]2[cH:7][cH:6][c:5]([F:4])[cH:10][n:9]2)[cH:16][cH:15]1)([OH:19])[c:20]1[n:21]([S:34](=[O:35])(=[O:36])[N:37]([CH3:38])[CH3:39])[cH:22][c:23]([CH2:25][C:26]([CH:27]=[CH2:28])([C:29]([F:30])([F:31])[F:32])[CH3:33])[n:24]1. Reactants: C(=O)C1=C(C(=C(C(=C1C)C)C)C)CCCC(=O)OCC (ethyl 4-(2-formyl-3,4,5,6-tetramethylphenyl)butyrate), C1(=CC=CC=C1)P(=CC(C)=O)(C1=CC=CC=C1)C1=CC=CC=C1 (1-triphenylphosphoranylidene-2-propanone). The solvent is C1(=CC=CC=C1)C (toluene). Yields the product O=C(C=CC1=C(C(=C(C(=C1C)C)C)C)CCCC(=O)OCC)C (ethyl 4-[2-(3-oxo-1-butenyl)-3,4,5,6-tetramethylphenyl]butyrate). The yield is 87.3%. RXN SMILES: [CH:1]([C:3]1[C:8]([CH3:9])=[C:7]([CH3:10])[C:6]([CH3:11])=[C:5]([CH3:12])[C:4]=1[CH2:13][CH2:14][CH2:15][C:16]([O:18][CH2:19][CH3:20])=[O:17])=O.C1(P(C2C=CC=CC=2)(C2C=CC=CC=2)=[CH:28][C:29](=[O:31])[CH3:30])C=CC=CC=1>C1(C)C=CC=CC=1>[O:31]=[C:29]([CH3:30])[CH:28]=[CH:1][C:3]1[C:8]([CH3:9])=[C:7]([CH3:10])[C:6]([CH3:11])=[C:5]([CH3:12])[C:4]=1[CH2:13][CH2:14][CH2:15][C:16]([O:18][CH2:19][CH3:20])=[O:17]. Procedure details: A solution of ethyl 4-(2-formyl-3,4,5,6-tetramethylphenyl)butyrate (5 g) and 1-triphenylphosphoranylidene-2-propanone (6 g) in toluene (100 ml) was boiled under reflux for 24 hours. The toluene was removed by evaporation under reduced pressure and the residue was purified by column chromatography on silica gel (eluant chloroform) to give ethyl 4-[2-(3-oxo-1-butenyl)-3,4,5,6-tetramethylphenyl]butyrate (5 g) as a pale brown oil. Proton nuclear magnetic resonance spectrum (CDCl3 ; δ in ppm): 1.24 (...